Dataset: the Open Reaction Database (ORD), a public repository of structured organic reaction records. Task: describe an organic reaction: reactants, conditions, products, and yield The reactants are COC(C1=C(C=C2C(=C1)OCO2)Br)OC (2-bromo-4,5-methylenedioxybenzaldehyde dimethylacetal), COC1=CC=C(C=O)C=C1 (4-methoxybenzaldehyde). The product is COC(C1=C(C=C2C(=C1)OCO2)C(C2=CC=C(C=C2)OC)O)OC (2-(4-methoxy-α-hydroxybenzyl)-4,5-methylenedioxybenzaldehyde dimethylacetal). The yield is 82.0%. RXN SMILES: [CH3:1][O:2][CH:3]([O:14][CH3:15])[C:4]1[CH:9]=[C:8]2[O:10][CH2:11][O:12][C:7]2=[CH:6][C:5]=1Br.[CH3:16][O:17][C:18]1[CH:25]=[CH:24][C:21]([CH:22]=[O:23])=[CH:20][CH:19]=1>>[CH3:1][O:2][CH:3]([O:14][CH3:15])[C:4]1[CH:9]=[C:8]2[O:10][CH2:11][O:12][C:7]2=[CH:6][C:5]=1[CH:22]([OH:23])[C:21]1[CH:24]=[CH:25][C:18]([O:17][CH3:16])=[CH:19][CH:20]=1. Procedure: 2-bromo-4,5-methylenedioxybenzaldehyde dimethylacetal and 4-methoxybenzaldehyde are reacted in the same manner as described in Example 1-(1), whereby 2-(4-methoxy-α-hydroxybenzyl)-4,5-methylenedioxybenzaldehyde dimethylacetal is obtained as colorless syrup. Yield: 82% The reactants are Br, COc1ccc(Cc2nnc(-c3ccccc3)c3ccccc23)cc1, CC(=O)O, [Na+], [OH-], O. The product is Oc1ccc(Cc2nnc(-c3ccccc3)c3ccccc23)cc1. RXN SMILES: [BrH:30].[CH3:1][O:2][c:3]1[cH:4][cH:5][c:6]([CH2:7][c:8]2[n:9][n:10][c:11](-[c:18]3[cH:19][cH:20][cH:21][cH:22][cH:23]3)[c:12]3[cH:13][cH:14][cH:15][cH:16][c:17]23)[cH:24][cH:25]1.[CH3:26][C:27](=[O:28])[OH:29].[Na+:32].[OH-:31].[OH2:33]>>[OH:2][c:3]1[cH:4][cH:5][c:6]([CH2:7][c:8]2[n:9][n:10][c:11](-[c:18]3[cH:19][cH:20][cH:21][cH:22][cH:23]3)[c:12]3[cH:13][cH:14][cH:15][cH:16][c:17]23)[cH:24][cH:25]1. The reactants are NC(=O)OCCC(NC(=O)Cn1nc(-c2ccc(Cl)cc2)n(CC(O)C(F)(F)F)c1=O)c1ccccc1F, Cl, NC(c1ccccc1)C(O)C(F)(F)F. Product: O=C(Cn1nc(-c2ccc(Cl)cc2)n(CC(O)C(F)(F)F)c1=O)NC(c1ccccc1)C(O)C(F)(F)F. As a reaction SMILES: [C:1](=[O:2])([O:3][CH2:4][CH2:5][CH:6]([NH:7][C:15]([CH2:16][n:17]1[n:18][c:19](-[c:30]2[cH:31][cH:32][c:33]([Cl:36])[cH:34][cH:35]2)[n:20]([CH2:23][CH:24]([C:25]([F:26])([F:27])[F:28])[OH:29])[c:21]1=[O:22])=[O:37])[c:8]1[cH:9][cH:10][cH:11][cH:12][c:13]1[F:14])[NH2:38].[ClH:39].[NH2:40][CH:41]([CH:42]([C:43]([F:44])([F:45])[F:46])[OH:47])[c:48]1[cH:49][cH:50][cH:51][cH:52][cH:53]1>>[C:15]([CH2:16][n:17]1[n:18][c:19](-[c:30]2[cH:31][cH:32][c:33]([Cl:36])[cH:34][cH:35]2)[n:20]([CH2:23][CH:24]([C:25]([F:26])([F:27])[F:28])[OH:29])[c:21]1=[O:22])(=[O:37])[NH:40][CH:41]([CH:42]([C:43]([F:44])([F:45])[F:46])[OH:47])[c:48]1[cH:49][cH:50][cH:51][cH:52][cH:53]1. Starting materials: [N+](=O)([O-])C1=CC2=C(N=C(C=3C(N2)=CSC3)SC)C=C1 (6-nitro-10-(methylthio)-4H-thieno[3,4-b][1,5]benzodiazepine), C(C1=CC=CC=C1)N1CCNCC1 (N-benzylpiperazine), O (water). Run in C(C)(=O)O (acetic acid). Yields the product [N+](=O)([O-])C1=CC2=C(N=C(C=3C(N2)=CSC3)N3CCN(CC3)CC3=CC=CC=C3)C=C1 (6-Nitro-10-(4-benzyl-1-piperazinyl)-4H-thieno[3,4-b][1,5]-benzodiazepine). RXN SMILES: [N+:1]([C:4]1[CH:19]=[CH:18][C:7]2[N:8]=[C:9](SC)[C:10]3[C:11](=[CH:13][S:14][CH:15]=3)[NH:12][C:6]=2[CH:5]=1)([O-:3])=[O:2].O.[CH2:21]([N:28]1[CH2:33][CH2:32][NH:31][CH2:30][CH2:29]1)[C:22]1[CH:27]=[CH:26][CH:25]=[CH:24][CH:23]=1>C(O)(=O)C>[N+:1]([C:4]1[CH:19]=[CH:18][C:7]2[N:8]=[C:9]([N:31]3[CH2:32][CH2:33][N:28]([CH2:21][C:22]4[CH:23]=[CH:24][CH:25]=[CH:26][CH:27]=4)[CH2:29][CH2:30]3)[C:10]3[C:11](=[CH:13][S:14][CH:15]=3)[NH:12][C:6]=2[CH:5]=1)([O-:3])=[O:2]. Procedure details: A solution of 6-nitro-10-(methylthio)-4H-thieno[3,4-b][1,5]benzodiazepine in excess N-benzylpiperazine and glacial acetic acid is heated at 140°-160° C. for 2 days. The solution is poured into water and the product is collected. The reactants are BrC=1C(=NC2=CC=C(C=C2N1)C(=O)OC)C1=CC=CC=C1 (methyl 3-bromo-2-phenylquinoxaline-6-carboxylate), FC([C@@H]1NCCC1)(F)F ((R)-2-(trifluoromethyl)pyrrolidine). Solvent: CCCCO (n-BuOH). Reaction conditions: temperature 110 celsius, time 3 day. The product is C1(=CC=CC=C1)C1=NC2=CC=C(C=C2N=C1N1[C@H](CCC1)C(F)(F)F)C(=O)OC ((R)-methyl 2-phenyl-3-(2-(trifluoromethyl)pyrrolidin-1-yl)quinoxaline-6-carboxylate). As a reaction SMILES: Br[C:2]1[C:3]([C:16]2[CH:21]=[CH:20][CH:19]=[CH:18][CH:17]=2)=[N:4][C:5]2[C:10]([N:11]=1)=[CH:9][C:8]([C:12]([O:14][CH3:15])=[O:13])=[CH:7][CH:6]=2.[F:22][C:23]([F:30])([F:29])[C@H:24]1[CH2:28][CH2:27][CH2:26][NH:25]1>CCCCO>[C:16]1([C:3]2[C:2]([N:25]3[CH2:26][CH2:27][CH2:28][C@@H:24]3[C:23]([F:30])([F:29])[F:22])=[N:11][C:10]3[C:5](=[CH:6][CH:7]=[C:8]([C:12]([O:14][CH3:15])=[O:13])[CH:9]=3)[N:4]=2)[CH:21]=[CH:20][CH:19]=[CH:18][CH:17]=1. Reported procedure: Into a 8-mL sealed tube, was placed methyl 3-bromo-2-phenylquinoxaline-6-carboxylate (100 mg, 0.29 mmol, 1.00 equiv), (R)-2-(trifluoromethyl)pyrrolidine (95 mg, 0.68 mmol, 2.36 equiv), n-BuOH (1.5 mL). The resulting solution was stirred for 3 days at 110° C. The resulting mixture was concentrated under vacuum. The residue was applied onto a silica gel column with ethyl acetate/petroleum ether (1:10). This resulted in 30 mg (26%) of (R)-methyl 2-phenyl-3-(2-(trifluoromethyl)pyrrolidin-1-yl)quinox... Reactants: C(=O)([O-])[O-].[Na+].[Na+] (Na2CO3), FC1=CC=C(C=C1)C1=C(C(=C2CCCN12)CO)C1=CC=NC=C1 ([3-(4-Fluorophenyl)-2-(4-pyridyl)-6,7-dihydro-5H-pyrrolizin-1-yl]methanol), I (hydriodic acid), [I-] (iodide). The solvent is C(C)(=O)OCC (ethyl acetate), CCOCC (ether), O (water), O (water). The product is FC1=CC=C(C=C1)C=1N2CCCC2=C(C1C1=CC=NC=C1)C (5-(4-Fluorophenyl)-7-methyl-6-(4-pyridyl)-2,3-dihydro-1H-pyrrolizine). The yield is 46.9%. As a reaction SMILES: [F:1][C:2]1[CH:7]=[CH:6][C:5]([C:8]2[N:15]3[C:11]([CH2:12][CH2:13][CH2:14]3)=[C:10]([CH2:16]O)[C:9]=2[C:18]2[CH:23]=[CH:22][N:21]=[CH:20][CH:19]=2)=[CH:4][CH:3]=1.I.[I-].C([O-])([O-])=O.[Na+].[Na+]>O.C(OCC)(=O)C.CCOCC>[F:1][C:2]1[CH:3]=[CH:4][C:5]([C:8]2[N:15]3[C:11](=[C:10]([CH3:16])[C:9]=2[C:18]2[CH:19]=[CH:20][N:21]=[CH:22][CH:23]=2)[CH2:12][CH2:13][CH2:14]3)=[CH:6][CH:7]=1 |f:3.4.5|. Procedure: [3-(4-Fluorophenyl)-2-(4-pyridyl)-6,7-dihydro-5H-pyrrolizin-1-yl]methanol (3.08 g, 10 mmol) is heated with hydriodic acid (57%, 18 ml, 134 mmol HI) in an oil bath at 120° C. (reflux). The initially undissolved substance has dispersed in the batch after 45 min, and starting material (rf=0.05) is no longer detectable (product rf=0.9, iodide rf=0.6) by tlc (ether, Al2O3). After cooling (1 h), the solution is diluted with 50 ml of water and covered with a layer of 100 ml of ethyl acetate. The water ... Starting materials: BrC1=CC2=CC=CC3=CC=CC1=C23 (bromoacenaphthylene), BrBr (Br2). Product: C1CC2=CC=CC3=CC=CC1=C23 (acenaphthene). RXN SMILES: Br[C:2]1[C:12]2=[C:13]3[C:8](=[CH:9][CH:10]=[CH:11]2)[CH:7]=[CH:6][CH:5]=[C:4]3[CH:3]=1.BrBr>>[CH2:3]1[C:4]2=[C:13]3[C:8](=[CH:7][CH:6]=[CH:5]2)[CH:9]=[CH:10][CH:11]=[C:12]3[CH2:2]1. Procedure: After the reaction solution was cooled, separated potassium bromide was removed by filtration, methanol was distilled, washed 3 times with water, and the benzene solution was concentrated and dropwise added into cold acetone (0°~-10° C.), to obtain reprecipitate of 140 g of condensed bromoacenaphthylene. Elemental analysis showed that the composition of the condensate corresponded to (C12H4.4 Br2.7)m and the yield from acenaphthene was 76.8%. Starting materials: C(C)(C)(C)C=1C=C2CCC(C2=CC1)N (5-tert-Butyl-2,3-dihydro-1H-inden-1-ylamine), C(C)(=O)N[C@H](CC(C)C)C(=O)O (N-acetyl-(D)-leucine). Solvent: CO (methanol). Conditions: temperature 65 celsius. Yields the product C(C)(C)(C)C=1C=C2CC[C@H](C2=CC1)N ((1R)-5-tert-butyl-2,3-dihydro-1H-inden-1-ylamine). Reaction SMILES: [C:1]([C:5]1[CH:6]=[C:7]2[C:11](=[CH:12][CH:13]=1)[CH:10]([NH2:14])[CH2:9][CH2:8]2)([CH3:4])([CH3:3])[CH3:2].C(N[C@@H](C(O)=O)CC(C)C)(=O)C>CO>[C:1]([C:5]1[CH:6]=[C:7]2[C:11](=[CH:12][CH:13]=1)[C@H:10]([NH2:14])[CH2:9][CH2:8]2)([CH3:4])([CH3:2])[CH3:3]. Reported procedure: 5-tert-Butyl-2,3-dihydro-1H-inden-1-ylamine (11.70 g, 44.4% ee), N-acetyl-(D)-leucine (11.78 g), and methanol (120 mL) were combined and heated at 65° C. for 1 hour. The solution was allowed to cool to ambient temperature. The solids were filtered and washed with toluene. The solid was then resuspended in methanol (125 mL) and brought to reflux. The solution was allowed to cool to ambient temperature and the solids were filtered. The solid was dried at 40° C. under reduced pressure to provide th...